Dataset: the Open Reaction Database (ORD), a public repository of structured organic reaction records. Task: describe an organic reaction: reactants, conditions, products, and yield Starting materials: NCCC1=CC=C(C=C1)C(CCCC(=O)O)C=1C=NC=CC1 (5-(4-(2-aminoethyl)phenyl)-5-(3-pyridyl)pentanoic acid), FC1=CC=C(C=C1)S(=O)(=O)Cl (4-fluorobenzenesulphonic acid chloride). Yields the product FC1=CC=C(C=C1)S(=O)(=O)NCCC1=CC=C(C=C1)C(CCCC(=O)O)C=1C=NC=CC1 (5-(4-(2-(4-Fluorobenzenesulphonylamino)ethyl)phenyl)-5-(3-pyridyl)pentanoic acid). As a reaction SMILES: [NH2:1][CH2:2][CH2:3][C:4]1[CH:9]=[CH:8][C:7]([CH:10]([C:17]2[CH:18]=[N:19][CH:20]=[CH:21][CH:22]=2)[CH2:11][CH2:12][CH2:13][C:14]([OH:16])=[O:15])=[CH:6][CH:5]=1.[F:23][C:24]1[CH:29]=[CH:28][C:27]([S:30](Cl)(=[O:32])=[O:31])=[CH:26][CH:25]=1>>[F:23][C:24]1[CH:29]=[CH:28][C:27]([S:30]([NH:1][CH2:2][CH2:3][C:4]2[CH:5]=[CH:6][C:7]([CH:10]([C:17]3[CH:18]=[N:19][CH:20]=[CH:21][CH:22]=3)[CH2:11][CH2:12][CH2:13][C:14]([OH:16])=[O:15])=[CH:8][CH:9]=2)(=[O:32])=[O:31])=[CH:26][CH:25]=1. Procedure: Prepared analogously to Example 10e from 5-(4-(2-aminoethyl)phenyl)-5-(3-pyridyl)pentanoic acid and 4-fluorobenzenesulphonic acid chloride. Starting materials: COC(=O)COc1ccc(C)c2c1c1c(n2Cc2ccccc2)CCCC1C(N)=O, CO, [Na+], C1CCOC1, [OH-]. Yields the product Cc1ccc(OCC(=O)O)c2c3c(n(Cc4ccccc4)c12)CCCC3C(N)=O. As a reaction SMILES: [CH3:1][O:2][C:3]([CH2:4][O:5][c:6]1[c:7]2[c:8]3[c:13]([n:14]([CH2:20][c:21]4[cH:22][cH:23][cH:24][cH:25][cH:26]4)[c:15]2[c:16]([CH3:19])[cH:17][cH:18]1)[CH2:12][CH2:11][CH2:10][CH:9]3[C:27]([NH2:28])=[O:29])=[O:30].[CH3:38][OH:39].[Na+:32].[O:33]1[CH2:34][CH2:35][CH2:36][CH2:37]1.[OH-:31]>>[O:2]=[C:3]([CH2:4][O:5][c:6]1[c:7]2[c:8]3[c:13]([n:14]([CH2:20][c:21]4[cH:22][cH:23][cH:24][cH:25][cH:26]4)[c:15]2[c:16]([CH3:19])[cH:17][cH:18]1)[CH2:12][CH2:11][CH2:10][CH:9]3[C:27]([NH2:28])=[O:29])[OH:30]. The reactants are O=C([O-])[O-], CCO, CS(=O)(=O)c1ccc(Cl)c([N+](=O)[O-])c1, Nc1ccc(CCO)cc1, [Na+], [Na+]. The product is CS(=O)(=O)c1ccc(Nc2ccc(CCO)cc2)c([N+](=O)[O-])c1. RXN SMILES: [C:25](=[O:26])([O-:27])[O-:28].[CH3:31][CH2:32][OH:33].[Cl:1][c:2]1[c:3]([N+:12](=[O:13])[O-:14])[cH:4][c:5]([S:8](=[O:9])(=[O:10])[CH3:11])[cH:6][cH:7]1.[NH2:15][c:16]1[cH:17][cH:18][c:19]([CH2:22][CH2:23][OH:24])[cH:20][cH:21]1.[Na+:29].[Na+:30]>>[c:2]1([NH:15][c:16]2[cH:17][cH:18][c:19]([CH2:22][CH2:23][OH:24])[cH:20][cH:21]2)[c:3]([N+:12](=[O:13])[O-:14])[cH:4][c:5]([S:8](=[O:9])(=[O:10])[CH3:11])[cH:6][cH:7]1. The reactants are CCO, [Ca+2], [Cl-], [Cl-], CC(C)(C#N)c1cccc(C(=O)Nc2cc(Oc3ccc([N+](=O)[O-])cn3)c(Cl)cc2F)c1, [Fe]. Product: CC(C)(C#N)c1cccc(C(=O)Nc2cc(Oc3ccc(N)cn3)c(Cl)cc2F)c1. Reaction SMILES: [CH3:36][CH2:37][OH:38].[Ca+2:35].[Cl-:33].[Cl-:34].[Cl:1][c:2]1[cH:3][c:4]([F:32])[c:5]([NH:18][C:19]([c:20]2[cH:21][c:22]([C:26]([CH3:27])([CH3:28])[C:29]#[N:30])[cH:23][cH:24][cH:25]2)=[O:31])[cH:6][c:7]1[O:8][c:9]1[n:10][cH:11][c:12]([N+:15]([O-:16])=[O:17])[cH:13][cH:14]1.[Fe:39]>>[Cl:1][c:2]1[cH:3][c:4]([F:32])[c:5]([NH:18][C:19]([c:20]2[cH:21][c:22]([C:26]([CH3:27])([CH3:28])[C:29]#[N:30])[cH:23][cH:24][cH:25]2)=[O:31])[cH:6][c:7]1[O:8][c:9]1[n:10][cH:11][c:12]([NH2:15])[cH:13][cH:14]1. The reactants are FC(C=1C=CC=C2C(=CC=NC12)OCC(=O)O)(F)F ((8-Trifluoromethylquinolin-4-yloxy)-acetic acid), N1=CC=CC=C1 (pyridine), C(C(=O)Cl)(=O)Cl (oxalyl chloride), C1=CC(=CC=C1N)S(=O)(=O)NC2=NC=CS2 (N′-(2-thiazolyl)sulfanilamide). The solvent is C(Cl)Cl (DCM). Run at temperature 0 celsius, time 4 hour. Yields the product S1C(=NC=C1)NS(=O)(=O)C1=CC=C(C=C1)NC(COC1=CC=NC2=C(C=CC=C12)C(F)(F)F)=O (N-[4-(Thiazol-2-ylsulfamoyl)-phenyl]-2-(8-trifluoromethyl-quinolin-4-yloxy)-acetamide). Isolated yield 69.5%. RXN SMILES: [F:1][C:2]([F:19])([F:18])[C:3]1[CH:4]=[CH:5][CH:6]=[C:7]2[C:12]=1[N:11]=[CH:10][CH:9]=[C:8]2[O:13][CH2:14][C:15]([OH:17])=O.C(Cl)(=O)C(Cl)=O.[CH:26]1[C:31]([NH2:32])=[CH:30][CH:29]=[C:28]([S:33]([NH:36][C:37]2[S:41][CH:40]=[CH:39][N:38]=2)(=[O:35])=[O:34])[CH:27]=1.N1C=CC=CC=1>C(Cl)Cl>[S:41]1[CH:40]=[CH:39][N:38]=[C:37]1[NH:36][S:33]([C:28]1[CH:27]=[CH:26][C:31]([NH:32][C:15](=[O:17])[CH2:14][O:13][C:8]2[C:7]3[C:12](=[C:3]([C:2]([F:1])([F:19])[F:18])[CH:4]=[CH:5][CH:6]=3)[N:11]=[CH:10][CH:9]=2)=[CH:30][CH:29]=1)(=[O:35])=[O:34]. Reported procedure: (8-Trifluoromethylquinolin-4-yloxy)-acetic acid (0.50 g, 1.84 mmol) was suspended in 20 mL DCM with rapid stirring. At rt, oxalyl chloride (0.19 mL, 1.2 equiv) was added dropwise and stirring continued for 4 h. Solvent and excess oxalyl chloride were removed in vacuo, the white residue was re-suspended in DCM, and the mixture cooled to 0° C. N′-(2-thiazolyl)sulfanilamide (0.47 g, 1.0 equiv) was added followed by pyridine (0.30 mL, 2.0 equiv). The mixture was allowed to warm to rt overnight. The ... The reactants are stannous chloride dihydrate, ClC1=C(C=NNC(=N)N)C(=CC=C1[N+](=O)[O-])Cl ((2,6-dichloro-3-nitrobenzylideneamino)-guanidine). Run in Cl (hydrochloric acid), C(C)(=O)O (acetic acid). The product is Cl.Cl.NC=1C(=C(C=NNC(=N)N)C(=CC1)Cl)Cl ((3-amino-2,6-dichlorobenzylideneamino)-guanidine dihydrochloride). Yield: 182.9%. Reaction SMILES: [Cl:1][C:2]1[C:13]([N+:14]([O-])=O)=[CH:12][CH:11]=[C:10]([Cl:17])[C:3]=1[CH:4]=[N:5][NH:6][C:7]([NH2:9])=[NH:8]>Cl.C(O)(=O)C>[ClH:1].[ClH:1].[NH2:14][C:13]1[C:2]([Cl:1])=[C:3]([C:10]([Cl:17])=[CH:11][CH:12]=1)[CH:4]=[N:5][NH:6][C:7]([NH2:9])=[NH:8] |f:3.4.5|. Procedure details: A hot solution of stannous chloride dihydrate (12.8 g, 56.7 mmol) in concentrated hydrochloric acid (15 cm3) was slowly added to a hot stirred solution of (2,6-dichloro-3-nitrobenzylideneamino)-guanidine (2.0 g, 7.2 mmol) in glacial acetic acid (20 cm3). The solution was cooled and the precipitated white solid collected, dissolved in methanol (30 cm3) and the solution saturated with hydrogen sulphide. After filtering off the inorganic salts the filtrate was concentrated and then diluted with die... Product: FC1=C(C(=O)NC=2N=CN(C2C(=O)N)CC2=CC=C(C=C2)C)C=CC=C1 (4-(2-fluorobenzoylamino)-1-(4-methylbenzyl)-5-imidazolecarboxamide). The reactants are NC=1N=CN(C1C(=O)N)CC1=CC=C(C=C1)C (4-amino-1-(4-methylbenzyl)-5-imidazole carboxamide), FC1=C(C(=O)Cl)C=CC=C1 (2-fluorobenzoyl chloride). Yield: 60.0%. Reported procedure: An amidation reaction and post-treatment were carried out under the same conditions as in Example 1, using 1.25 g (5.43 mmol) of 4-amino-1-(4-methylbenzyl)-5-imidazole carboxamide which was prepared in the same manner as in Example 87 and 2-fluorobenzoyl chloride instead of benzoyl chloride to obtain 1.15 g 4-(2-fluorobenzoylamino)-1-(4-methylbenzyl)-5-imidazolecarboxamide (yield 60%). RXN SMILES: [NH2:1][C:2]1[N:3]=[CH:4][N:5]([CH2:10][C:11]2[CH:16]=[CH:15][C:14]([CH3:17])=[CH:13][CH:12]=2)[C:6]=1[C:7]([NH2:9])=[O:8].[F:18][C:19]1[CH:27]=[CH:26][CH:25]=[CH:24][C:20]=1[C:21](Cl)=[O:22]>>[F:18][C:19]1[CH:27]=[CH:26][CH:25]=[CH:24][C:20]=1[C:21]([NH:1][C:2]1[N:3]=[CH:4][N:5]([CH2:10][C:11]2[CH:16]=[CH:15][C:14]([CH3:17])=[CH:13][CH:12]=2)[C:6]=1[C:7]([NH2:9])=[O:8])=[O:22].